This data is from the Open Reaction Database (ORD), a public repository of structured organic reaction records. The task is: describe an organic reaction: reactants, conditions, products, and yield Reactants: CCO, Cl, CCOC(=O)c1cn(C2CC2)c2c(OC)c(F)c(Cl)c(N)c2c1=O, [Na+], [OH-]. Product: COc1c(F)c(Cl)c(N)c2c(=O)c(C(=O)O)cn(C3CC3)c12. RXN SMILES: [CH3:28][CH2:29][OH:30].[ClH:27].[NH2:1][c:2]1[c:3]2[c:4](=[O:24])[c:5]([C:19](=[O:20])[O:21][CH2:22][CH3:23])[cH:6][n:7]([CH:16]3[CH2:17][CH2:18]3)[c:8]2[c:9]([O:14][CH3:15])[c:10]([F:13])[c:11]1[Cl:12].[Na+:26].[OH-:25]>>[NH2:1][c:2]1[c:3]2[c:4](=[O:24])[c:5]([C:19](=[O:20])[OH:21])[cH:6][n:7]([CH:16]3[CH2:17][CH2:18]3)[c:8]2[c:9]([O:14][CH3:15])[c:10]([F:13])[c:11]1[Cl:12]. As a reaction SMILES: [Cl:9][CH2:10][CH2:11][CH2:12][C:13](=[O:14])[O:15][CH2:16][CH:17]=[CH2:18].[Na:1].[OH:19][CH2:20][CH:21]=[CH2:22].[SH:2][CH2:3][C:4](=[O:5])[O:6][CH2:7][CH3:8]>>[S:2]([CH2:3][C:4](=[O:5])[O:6][CH2:7][CH3:8])[CH2:10][CH2:11][CH2:12][C:13](=[O:14])[O:15][CH2:16][CH:17]=[CH2:18]. The product is C=CCOC(=O)CCCSCC(=O)OCC. The reactants are C=CCOC(=O)CCCCl, [Na], C=CCO, CCOC(=O)CS. RXN SMILES: C(O[C:4]([C:6]1([CH2:13][CH2:14]OC)[CH2:11][CH2:10][CH:9]([OH:12])[CH2:8][CH2:7]1)=[O:5])C.[CH:17]([O:20][C:21]1[CH:26]=[CH:25][C:24]([NH2:27])=[CH:23][CH:22]=1)([CH3:19])[CH3:18]>>[OH:12][CH:9]1[CH2:8][CH2:7][C:6]2([C:4](=[O:5])[N:27]([C:24]3[CH:23]=[CH:22][C:21]([O:20][CH:17]([CH3:19])[CH3:18])=[CH:26][CH:25]=3)[CH2:14][CH2:13]2)[CH2:11][CH2:10]1. The reactants are C(C)OC(=O)C1(CCC(CC1)O)CCOC (4-hydroxy-1-(2-methoxy-ethyl)-cyclohexanecarboxylic acid ethyl ester), C(C)(C)OC1=CC=C(C=C1)N (4-isopropoxy-phenylamine). The product is OC1CCC2(CCN(C2=O)C2=CC=C(C=C2)OC(C)C)CC1 (8-Hydroxy-2-(4-isopropoxy-phenyl)-2-aza-spiro[4.5]decan-1-one). Reported procedure: The title compound was prepared in analogy to example 108, step 3 from 4-hydroxy-1-(2-methoxy-ethyl)-cyclohexanecarboxylic acid ethyl ester (obtained in example 2, step 3) by treatment with 4-isopropoxy-phenylamine as a mixture of cis and trans diastereomers. White solid. MS (m/e): 304.190 [MH+]. Starting materials: COC(=O)c1sc(N2CCC(NC(=O)c3[nH]c(C)c(Cl)c3Cl)C(OC)C2)nc1-c1nccc(N2CCCCC2)n1, [Li+], C1CCOC1, [OH-], O. The product is COC1CN(c2nc(-c3nccc(N4CCCCC4)n3)c(C(=O)O)s2)CCC1NC(=O)c1[nH]c(C)c(Cl)c1Cl. Reaction SMILES: [Cl:1][c:2]1[c:3]([C:9](=[O:10])[NH:11][CH:12]2[CH:13]([O:39][CH3:40])[CH2:14][N:15]([c:18]3[s:19][c:20]([C:35](=[O:36])[O:37][CH3:38])[c:21](-[c:23]4[n:24][cH:25][cH:26][c:27]([N:29]5[CH2:30][CH2:31][CH2:32][CH2:33][CH2:34]5)[n:28]4)[n:22]3)[CH2:16][CH2:17]2)[nH:4][c:5]([CH3:8])[c:6]1[Cl:7].[Li+:41].[O:43]1[CH2:44][CH2:45][CH2:46][CH2:47]1.[OH-:42].[OH2:48]>>[Cl:1][c:2]1[c:3]([C:9](=[O:10])[NH:11][CH:12]2[CH:13]([O:39][CH3:40])[CH2:14][N:15]([c:18]3[s:19][c:20]([C:35](=[O:36])[OH:37])[c:21](-[c:23]4[n:24][cH:25][cH:26][c:27]([N:29]5[CH2:30][CH2:31][CH2:32][CH2:33][CH2:34]5)[n:28]4)[n:22]3)[CH2:16][CH2:17]2)[nH:4][c:5]([CH3:8])[c:6]1[Cl:7]. Procedure details: A solution of 2-(4-chloro-phenyl)-1-(2-fluoro-phenyl)-5-formyl-1H-imidazole-4-carboxylic acid ethyl ester I-5e-2 (1000 mg, 2.68 mmol), cyclopentylamine (251 mg, 2.95 mmol), NaBH(OAc)3 (796 mg, 3.76 mmol) in dichloroethane was stirred for 17 h at room temperature. The reaction was concentrated in vacuo and the residue was diluted with CHCl3. The organic solution was washed with sat'd aq. NaHCO3 and sat'd aq. NaCl, dried, and concentrated under vacuum. The crude residue was purified on SiO2-gel (F... Solvent: ClC(C)Cl (dichloroethane). The product is C(C)OC(=O)C=1N=C(N(C1CNC1CCCC1)C1=C(C=CC=C1)F)C1=CC=C(C=C1)Cl (2-(4-Chloro-phenyl)-5-cyclopentylaminomethyl-1-(2-fluoro-phenyl)-1H-imidazole-4-carboxylic acid ethyl ester). The reactants are C1(CCCC1)N (cyclopentylamine), [BH-](OC(=O)C)(OC(=O)C)OC(=O)C.[Na+] (NaBH(OAc)3), C(C)OC(=O)C=1N=C(N(C1C=O)C1=C(C=CC=C1)F)C1=CC=C(C=C1)Cl (2-(4-chloro-phenyl)-1-(2-fluoro-phenyl)-5-formyl-1H-imidazole-4-carboxylic acid ethyl ester). As a reaction SMILES: [CH2:1]([O:3][C:4]([C:6]1[N:7]=[C:8]([C:20]2[CH:25]=[CH:24][C:23]([Cl:26])=[CH:22][CH:21]=2)[N:9]([C:13]2[CH:18]=[CH:17][CH:16]=[CH:15][C:14]=2[F:19])[C:10]=1[CH:11]=O)=[O:5])[CH3:2].[CH:27]1([NH2:32])[CH2:31][CH2:30][CH2:29][CH2:28]1.[BH-](OC(C)=O)(OC(C)=O)OC(C)=O.[Na+]>ClC(Cl)C>[CH2:1]([O:3][C:4]([C:6]1[N:7]=[C:8]([C:20]2[CH:25]=[CH:24][C:23]([Cl:26])=[CH:22][CH:21]=2)[N:9]([C:13]2[CH:18]=[CH:17][CH:16]=[CH:15][C:14]=2[F:19])[C:10]=1[CH2:11][NH:32][CH:27]1[CH2:31][CH2:30][CH2:29][CH2:28]1)=[O:5])[CH3:2] |f:2.3|. Isolated yield 57.0%. The reactants are N (ammonia), C(=O)(OCC)CCC1=CNC(=C1C)C(=O)OCC (3-(2-Carbethoxy-ethyl)-4-methyl-5-carbethoxypyrrole), I (hydriodic acid), [PH2](=O)O (hypophosphorous acid), C(CC)=O (propionaldehyde). Run in O (water), C(C)(=O)O (acetic acid), Cl (HCl). Product: C(CC)C=1NC(=C(C1CCC(=O)OCC)C)C(=O)OCC (2-n-Propyl-3-(2-carbethoxy-ethyl)-4-methyl-5-carbethoxypyrrole). RXN SMILES: [C:1]([CH2:6][CH2:7][C:8]1[C:12]([CH3:13])=[C:11]([C:14]([O:16][CH2:17][CH3:18])=[O:15])[NH:10][CH:9]=1)([O:3][CH2:4][CH3:5])=[O:2].I.[PH2](O)=O.[CH:23](=O)[CH2:24][CH3:25].N>Cl.O.C(O)(=O)C>[CH2:23]([C:9]1[NH:10][C:11]([C:14]([O:16][CH2:17][CH3:18])=[O:15])=[C:12]([CH3:13])[C:8]=1[CH2:7][CH2:6][C:1]([O:3][CH2:4][CH3:5])=[O:2])[CH2:24][CH3:25]. Reported procedure: 3-(2-Carbethoxy-ethyl)-4-methyl-5-carbethoxypyrrole (0.4 g (35)), 5ml of hydriodic acid, 5 ml of acetic acid, 1 ml of hypophosphorous acid and 0.23 ml of propionaldehyde were reacted as above. The solution was poured into 60 ml of water which was then brought to pH 5 with ammonia. The precipitate (of the partially hydrolyzed product) was esterified in 5 ml of 5% ethanolic HCl. The solvent was evaporated and the residue was distilled then recrystallized from pentane (0.1 g), m.p. 61.5°-63.5° C (l... The solvent is CN(C=O)C (dimethylformamide), CN(C=O)C (dimethylformamide). Procedure details: 30 g of diosmetin in 300 ml of dimethylformamide are added to a suspension of 11.7 g of sodium hydride in 150 ml of dimethylformamide. The mixture is maintained at 40° C. with stirring until the evolution of gas has ceased. 48 g of allyl bromide are then added and stirring at 40° C. is continued for 22 hours. The product is C(C=C)OC1=CC(=CC2=C1C(C=C(O2)C2=CC(=C(C=C2)OC)OCC=C)=O)OCC=C (5,7-Diallyloxy-2-(3-allyloxy-4-methoxyphenyl)-4H-1-benzopyran-4-one). Run at temperature 40 celsius, time 22 hour. Reaction SMILES: [CH3:1][O:2][C:3]1[CH:4]=[CH:5][C:6]([C:10]2[O:20][C:19]3[CH:18]=[C:17]([OH:21])[CH:16]=[C:15]([OH:22])[C:14]=3[C:12](=[O:13])[CH:11]=2)=[CH:7][C:8]=1[OH:9].[H-].[Na+].[CH2:25](Br)[CH:26]=[CH2:27]>CN(C)C=O>[CH2:25]([O:22][C:15]1[C:14]2[C:12](=[O:13])[CH:11]=[C:10]([C:6]3[CH:5]=[CH:4][C:3]([O:2][CH3:1])=[C:8]([O:9][CH2:4][CH:3]=[CH2:8])[CH:7]=3)[O:20][C:19]=2[CH:18]=[C:17]([O:21][CH2:7][CH:6]=[CH2:5])[CH:16]=1)[CH:26]=[CH2:27] |f:1.2|. The reactants are C(C=C)Br (allyl bromide), COC=1C=CC(=CC1O)C2=CC(=O)C=3C(=CC(=CC3O2)O)O (diosmetin), [H-].[Na+] (sodium hydride).